This data is from the Open Reaction Database (ORD), a public repository of structured organic reaction records. The task is: describe an organic reaction: reactants, conditions, products, and yield Reactants: CI (MeI), Mg, C1=NC=CC=2C(=CC=CC12)C=O (isoquinoline-5-carbaldehyde). Solvent: CCOCC (ether), CCOCC (ether). Reaction conditions: time 1 hour. Yields the product C1=NC=CC2=C(C=CC=C12)C(C)O (1-(isoquinolin-5-yl)ethanol). Isolated yield 96.2%. As a reaction SMILES: [CH3:1]I.[CH:3]1[C:12]2[CH:11]=[CH:10][CH:9]=[C:8]([CH:13]=[O:14])[C:7]=2[CH:6]=[CH:5][N:4]=1>CCOCC>[CH:3]1[C:12]2[C:7](=[C:8]([CH:13]([OH:14])[CH3:1])[CH:9]=[CH:10][CH:11]=2)[CH:6]=[CH:5][N:4]=1. Procedure details: To a mixture of Mg turnings (0.2 g, 7.9 mmol) in ether (10 mL) was added MeI (1.13 g, 7.9 mmol) slowly at RT under an inert atmosphere. After being stirred for 1 h at RT, the reaction mixture was cooled to −10° C. and a solution of isoquinoline-5-carbaldehyde (0.5 g, 3.18 mmol) in ether (10 mL) was added. The reaction mixture was then stirred for an additional hour at RT, quenched with saturated NH4Cl solution and extracted with EtOAc (3×50 mL). The combined organic layers were washed with water... Reactants: CC(=O)N1CCC(C(=O)O)CC1, CN(C(=O)c1ccc(Cl)c(C(F)(F)F)c1)C1CCNCC1c1ccc(Cl)cc1, Cl. Product: CC(=O)N1CCC(C(=O)N2CCC(N(C)C(=O)c3ccc(Cl)c(C(F)(F)F)c3)C(c3ccc(Cl)cc3)C2)CC1. Reaction SMILES: [C:30]([CH3:31])(=[O:32])[N:33]1[CH2:34][CH2:35][CH:36]([C:39](=[O:40])[OH:41])[CH2:37][CH2:38]1.[Cl:2][c:3]1[c:4]([C:26]([F:27])([F:28])[F:29])[cH:5][c:6]([C:7](=[O:8])[N:9]([CH3:10])[CH:11]2[CH:12]([c:17]3[cH:18][cH:19][c:20]([Cl:23])[cH:21][cH:22]3)[CH2:13][NH:14][CH2:15][CH2:16]2)[cH:24][cH:25]1.[ClH:1]>>[Cl:2][c:3]1[c:4]([C:26]([F:27])([F:28])[F:29])[cH:5][c:6]([C:7](=[O:8])[N:9]([CH3:10])[CH:11]2[CH:12]([c:17]3[cH:18][cH:19][c:20]([Cl:23])[cH:21][cH:22]3)[CH2:13][N:14]([C:39]([CH:36]3[CH2:35][CH2:34][N:33]([C:30]([CH3:31])=[O:32])[CH2:38][CH2:37]3)=[O:40])[CH2:15][CH2:16]2)[cH:24][cH:25]1. Reactants: [H][H], O=P([O-])([O-])[O-], C1COCCO1, O=[Pt], CCC1C(=O)N2C(C(=O)OCc3ccc([N+](=O)[O-])cc3)=C(Sc3ccncc3)CC12. The product is CCC1C(=O)N2C(C(=O)O)=C(Sc3ccncc3)CC12. Reaction SMILES: [H:31][H:32].[O-:39][P:40](=[O:41])([O-:42])[O-:43].[O:33]1[CH2:34][CH2:35][O:36][CH2:37][CH2:38]1.[Pt:44]=[O:45].[n:1]1[cH:2][cH:3][c:4]([S:7][C:8]2=[C:9]([C:18](=[O:19])[O:20][CH2:21][c:22]3[cH:23][cH:24][c:25]([N+:26]([O-:27])=[O:28])[cH:29][cH:30]3)[N:10]3[C:11](=[O:17])[CH:12]([CH2:15][CH3:16])[CH:13]3[CH2:14]2)[cH:5][cH:6]1>>[n:1]1[cH:2][cH:3][c:4]([S:7][C:8]2=[C:9]([C:18](=[O:19])[OH:20])[N:10]3[C:11](=[O:17])[CH:12]([CH2:15][CH3:16])[CH:13]3[CH2:14]2)[cH:5][cH:6]1. Starting materials: O=C(O)CCC(=O)c1ccc(Br)cc1, Cc1ccccc1, OB(O)c1ccc(C(F)(F)F)cc1, [Na+], [Na+], O=C([O-])[O-], c1ccc(P(c2ccccc2)(c2ccccc2)[Pd](P(c2ccccc2)(c2ccccc2)c2ccccc2)(P(c2ccccc2)(c2ccccc2)c2ccccc2)P(c2ccccc2)(c2ccccc2)c2ccccc2)cc1. Product: O=C(O)CCC(=O)c1ccc(-c2ccc(C(F)(F)F)cc2)cc1. Reaction SMILES: [Br:14][c:15]1[cH:16][cH:17][c:18]([C:21]([CH2:22][CH2:23][C:24](=[O:25])[OH:26])=[O:27])[cH:19][cH:20]1.[CH3:34][c:35]1[cH:36][cH:37][cH:38][cH:39][cH:40]1.[F:1][C:2]([c:3]1[cH:4][cH:5][c:6]([B:9]([OH:10])[OH:11])[cH:7][cH:8]1)([F:12])[F:13].[Na+:28].[Na+:29].[O-:30][C:31](=[O:32])[O-:33].[cH:41]1[cH:42][cH:43][c:44]([P:45]([Pd:46]([P:47]([c:48]2[cH:49][cH:50][cH:51][cH:52][cH:53]2)([c:54]2[cH:55][cH:56][cH:57][cH:58][cH:59]2)[c:60]2[cH:61][cH:62][cH:63][cH:64][cH:65]2)([P:66]([c:67]2[cH:68][cH:69][cH:70][cH:71][cH:72]2)([c:73]2[cH:74][cH:75][cH:76][cH:77][cH:78]2)[c:79]2[cH:80][cH:81][cH:82][cH:83][cH:84]2)[P:85]([c:86]2[cH:87][cH:88][cH:89][cH:90][cH:91]2)([c:92]2[cH:93][cH:94][cH:95][cH:96][cH:97]2)[c:98]2[cH:99][cH:100][cH:101][cH:102][cH:103]2)([c:104]2[cH:105][cH:106][cH:107][cH:108][cH:109]2)[c:110]2[cH:111][cH:112][cH:113][cH:114][cH:115]2)[cH:116][cH:117]1>>[F:1][C:2]([c:3]1[cH:4][cH:5][c:6](-[c:15]2[cH:16][cH:17][c:18]([C:21]([CH2:22][CH2:23][C:24](=[O:25])[OH:26])=[O:27])[cH:19][cH:20]2)[cH:7][cH:8]1)([F:12])[F:13]. Reactants: CS(=O)c1ccc(-c2cc(Cl)ccc2OCC(=O)OC(C)(C)C)cc1Cl, O=C(O)C(F)(F)F. Yields the product CS(=O)c1ccc(-c2cc(Cl)ccc2OCC(=O)O)cc1Cl. RXN SMILES: [Cl:1][c:2]1[cH:3][c:4](-[c:11]2[c:12]([O:18][CH2:19][C:20](=[O:21])[O:22][C:23]([CH3:24])([CH3:25])[CH3:26])[cH:13][cH:14][c:15]([Cl:17])[cH:16]2)[cH:5][cH:6][c:7]1[S:8](=[O:9])[CH3:10].[F:27][C:28]([F:29])([F:30])[C:31]([OH:32])=[O:33]>>[Cl:1][c:2]1[cH:3][c:4](-[c:11]2[c:12]([O:18][CH2:19][C:20](=[O:21])[OH:22])[cH:13][cH:14][c:15]([Cl:17])[cH:16]2)[cH:5][cH:6][c:7]1[S:8](=[O:9])[CH3:10]. Reactants: [Al+3], COc1ccc(-c2ccccc2)cc1, [Cl-], [Cl-], [Cl-], O=[N+]([O-])c1ccccc1, O=C1CCC(=O)O1. Product: COc1ccc(-c2ccc(C(=O)CCC(=O)O)cc2)cc1. As a reaction SMILES: [Al+3:32].[CH3:1][O:2][c:3]1[cH:4][cH:5][c:6](-[c:9]2[cH:10][cH:11][cH:12][cH:13][cH:14]2)[cH:7][cH:8]1.[Cl-:31].[Cl-:33].[Cl-:34].[O-:22][N+:23]([c:24]1[cH:25][cH:26][cH:27][cH:28][cH:29]1)=[O:30].[O:15]=[C:16]1[CH2:17][CH2:18][C:19](=[O:20])[O:21]1>>[CH3:1][O:2][c:3]1[cH:4][cH:5][c:6](-[c:9]2[cH:10][cH:11][c:12]([C:19]([CH2:18][CH2:17][C:16](=[O:15])[OH:21])=[O:20])[cH:13][cH:14]2)[cH:7][cH:8]1.